From a dataset of the Open Reaction Database (ORD), a public repository of structured organic reaction records. describe an organic reaction: reactants, conditions, products, and yield Reactants: CN1CCOCC1, COc1ccc(N(C)c2nc(Cl)nc3ccccc23)cc1, NCCCl, Cl, CN(C)C=O. Product: COc1ccc(N(C)c2nc(NCCCl)nc3ccccc23)cc1. Reaction SMILES: [CH3:27][N:28]1[CH2:29][CH2:30][O:31][CH2:32][CH2:33]1.[Cl:1][c:2]1[n:3][c:4]2[cH:5][cH:6][cH:7][cH:8][c:9]2[c:10]([N:12]([CH3:13])[c:14]2[cH:15][cH:16][c:17]([O:20][CH3:21])[cH:18][cH:19]2)[n:11]1.[Cl:23][CH2:24][CH2:25][NH2:26].[ClH:22].[O:34]=[CH:35][N:36]([CH3:37])[CH3:38]>>[c:2]1([NH:26][CH2:25][CH2:24][Cl:23])[n:3][c:4]2[cH:5][cH:6][cH:7][cH:8][c:9]2[c:10]([N:12]([CH3:13])[c:14]2[cH:15][cH:16][c:17]([O:20][CH3:21])[cH:18][cH:19]2)[n:11]1. Starting materials: CCO, Cc1nc(Oc2ccccc2)c([N+](=O)[O-])c(NCCCCCl)c1C, [Na+], [Na+], O, O=S([O-])S(=O)[O-]. Product: Cc1nc(Oc2ccccc2)c(N)c(NCCCCCl)c1C. RXN SMILES: [CH3:33][CH2:34][OH:35].[Cl:9][CH2:10][CH2:11][CH2:12][CH2:13][NH:14][c:15]1[c:16]([CH3:32])[c:17]([CH3:31])[n:18][c:19]([O:24][c:25]2[cH:26][cH:27][cH:28][cH:29][cH:30]2)[c:20]1[N+:21]([O-:22])=[O:23].[Na+:7].[Na+:8].[OH2:36].[S:1]([S:2]([O-:3])=[O:4])([O-:5])=[O:6]>>[Cl:9][CH2:10][CH2:11][CH2:12][CH2:13][NH:14][c:15]1[c:16]([CH3:32])[c:17]([CH3:31])[n:18][c:19]([O:24][c:25]2[cH:26][cH:27][cH:28][cH:29][cH:30]2)[c:20]1[NH2:21]. RXN SMILES: [C:1](=[O:2])([O:3][C:4]([CH3:5])([CH3:6])[CH3:7])[N:8]1[CH:9]([C:10](=[O:11])[OH:12])[CH2:13][CH:14]([OH:16])[CH2:15]1.[CH3:17][C:18]([CH3:19])([O-:20])[CH3:21].[CH3:42][S:43]([CH3:44])=[O:45].[Cl:23][c:24]1[cH:25][c:26](-[c:36]2[n:37][cH:38][cH:39][cH:40][cH:41]2)[n:27][c:28]2[cH:29][c:30]([O:34][CH3:35])[cH:31][cH:32][c:33]12.[K+:22].[OH2:46]>>[C:1](=[O:2])([O:3][C:4]([CH3:5])([CH3:6])[CH3:7])[N:8]1[CH:9]([C:10](=[O:11])[OH:12])[CH2:13][CH:14]([O:16][c:24]2[cH:25][c:26](-[c:36]3[n:37][cH:38][cH:39][cH:40][cH:41]3)[n:27][c:28]3[cH:29][c:30]([O:34][CH3:35])[cH:31][cH:32][c:33]23)[CH2:15]1. Yields the product COc1ccc2c(OC3CC(C(=O)O)N(C(=O)OC(C)(C)C)C3)cc(-c3ccccn3)nc2c1. Starting materials: CC(C)(C)OC(=O)N1CC(O)CC1C(=O)O, CC(C)(C)[O-], CS(C)=O, COc1ccc2c(Cl)cc(-c3ccccn3)nc2c1, [K+], O. Starting materials: [Li]C(C)CC (s-BuLi), C1CCCCC1 (cyclohexane), C(=O)=O.CC(=O)C (dry ice acetone), CN(C)CCN(C)C (TMEDA), C(C)N(C(C1=C(C=CC=C1)Cl)=O)C(C(C)(C)C)OC (N-ethyl-N-(1-methoxy-2,2-dimethylpropyl)-2-chlorobenzamide), C[Si](C)(C)Cl (TMSCl). The solvent is C1CCOC1 (THF). Reaction conditions: temperature -78 celsius, time 45 minute. Product: ClC1=C(C(=O)N(C(C(C)(C)C)OC)CC)C(=CC=C1)[Si](C)(C)C (2-Chloro-N-ethyl-N-(1-methoxy-2,2-dimethylpropyl)-6-(trimethylsilyl)benzamide). Yield: 59.7%. Reaction SMILES: [Li]C(CC)C.C1CCCCC1.C(=O)=O.CC(C)=O.CN(CCN(C)C)C.[CH2:27]([N:29]([CH:39]([O:44][CH3:45])[C:40]([CH3:43])([CH3:42])[CH3:41])[C:30](=[O:38])[C:31]1[CH:36]=[CH:35][CH:34]=[CH:33][C:32]=1[Cl:37])[CH3:28].[CH3:46][Si:47](Cl)([CH3:49])[CH3:48]>C1COCC1>[Cl:37][C:32]1[CH:33]=[CH:34][CH:35]=[C:36]([Si:47]([CH3:49])([CH3:48])[CH3:46])[C:31]=1[C:30]([N:29]([CH2:27][CH3:28])[CH:39]([O:44][CH3:45])[C:40]([CH3:41])([CH3:43])[CH3:42])=[O:38] |f:2.3|. Reported procedure: A solution of 1.3M s-BuLi in cyclohexane (3.53 mL, 4.59 mmol) was added to a dry ice/acetone cooled solution of TMEDA (639 mL, 4.23 mmol) and N-ethyl-N-(1-methoxy-2,2-dimethylpropyl)-2-chlorobenzamide (1.0 g, 3.53 mmol) in THF (7 mL). The resulting mixture was stirred at -78° C. for 45 min, then TMSCl (671 mL, 5.29 mmol) was added in a single portion. The reaction was allowed to warm to 0° C., and partitioned between ether and 10% HCl. The ether solution was then extracted with sat aq NaHCO3, dr... Reactants: CN(C=CC(=O)C1=CC=C2C(C(=CN(C2=C1)CC)C(=O)OCC)=O)C (ethyl 7-[3-(dimethylamino)-1-oxo-2-propenyl]-1-ethyl-1,4-dihydro-4oxo-3-quinolinecarboxylate), Cl.NO (hydroxylamine hydrochloride), ( b ). Product: C(C)N1C=C(C(C2=CC=C(C=C12)C1=CC=NO1)=O)C(=O)OCC (Ethyl 1-ethyl-1,4-dihydro-7-(5-isoxazolyl)-4-oxo-3-quinolinecarboxylate). RXN SMILES: C[N:2](C)[CH:3]=[CH:4][C:5]([C:7]1[CH:16]=[C:15]2[C:10]([C:11](=[O:24])[C:12]([C:19]([O:21][CH2:22][CH3:23])=[O:20])=[CH:13][N:14]2[CH2:17][CH3:18])=[CH:9][CH:8]=1)=[O:6].Cl.NO>>[CH2:17]([N:14]1[C:15]2[C:10](=[CH:9][CH:8]=[C:7]([C:5]3[O:6][N:2]=[CH:3][CH:4]=3)[CH:16]=2)[C:11](=[O:24])[C:12]([C:19]([O:21][CH2:22][CH3:23])=[O:20])=[CH:13]1)[CH3:18] |f:1.2|. Reported procedure: Ethyl 1-ethyl-1,4-dihydro-7-(5-isoxazolyl)-4-oxo-3-quinolinecarboxylate was prepared from 30.8 g ethyl 7-[3-(dimethylamino)-1-oxo-2-propenyl]-1-ethyl-1,4-dihydro-4oxo-3-quinolinecarboxylate and 6.95 g hydroxylamine hydrochloride according to the procedure of Example 23, part (b), and was obtained (28.1 g) in the form of a light-tan solid, m.p. 180-183° C. when recrystallized from ethanol. The reactants are OC(C)(C)C=1N=C(NC1C(=O)OCC)CCC (ethyl 4-(1-hydroxy-1-methylethyl)-2-propylimidazole-5-carboxylate), BrCC1=CC=C(C=C1)C=1C(=CC=CC1)C(=O)[O-] (4'-bromomethylbiphenyl-2-carboxylate), CC(C)([O-])C.[K+] (potassium t-butoxide). Product: C(C)(C)(C)OC(=O)C1=C(C=CC=C1)C1=CC=C(C=C1)CN1C(=NC(=C1C(=O)OCC)C(C)(C)O)CCC (Ethyl 1-[(2'-t-butoxycarbonylbiphenyl-4-yl)methyl]-4-(1-hydroxy-1-methylethyl)-2-propylimidazole-5-carboxylate). Isolated yield 74.1%. RXN SMILES: [OH:1][C:2]([C:5]1[N:6]=[C:7]([CH2:15][CH2:16][CH3:17])[NH:8][C:9]=1[C:10]([O:12][CH2:13][CH3:14])=[O:11])([CH3:4])[CH3:3].Br[CH2:19][C:20]1[CH:25]=[CH:24][C:23]([C:26]2[C:27]([C:32]([O-:34])=[O:33])=[CH:28][CH:29]=[CH:30][CH:31]=2)=[CH:22][CH:21]=1.[CH3:35][C:36]([CH3:39])([O-])[CH3:37].[K+]>>[C:36]([O:34][C:32]([C:27]1[CH:28]=[CH:29][CH:30]=[CH:31][C:26]=1[C:23]1[CH:24]=[CH:25][C:20]([CH2:19][N:8]2[C:9]([C:10]([O:12][CH2:13][CH3:14])=[O:11])=[C:5]([C:2]([OH:1])([CH3:4])[CH3:3])[N:6]=[C:7]2[CH2:15][CH2:16][CH3:17])=[CH:21][CH:22]=1)=[O:33])([CH3:39])([CH3:37])[CH3:35] |f:2.3|. Procedure: Following a procedure similar to that described in Example 68(a), but using 4.80 g of ethyl 4-(1-hydroxy-1-methylethyl)-2-propylimidazole-5-carboxylate (prepared as described in Preparation 9), 6.94 g of t-buryl 4'-bromomethylbiphenyl-2-carboxylate and 2.28 g of potassium t-butoxide, 7.50 g of the title compound were obtained as crystals, melting at 90°-91° C. Starting materials: NS(=O)(=O)C1=C(C=CC=C1)NC(=O)C1=C(C2=CC=CC=C2C(C1=O)(CCC(C)C)CCC(C)C)O (N-[2-(aminosulfonyl)phenyl]-1-hydroxy-4,4-diisopentyl-3-oxo-3,4-dihydro-2-naphthalenecarboxamide), NS(=O)(=O)C1=C(C=CC=C1)NC(=O)C1=C(C2=CC=CC=C2C(C1=O)(CCCC)CCCC)O (N-[2-(aminosulfonyl)phenyl]-4,4-dibutyl-1-hydroxy-3-oxo-3,4-dihydro-2-naphthalenecarboxamide). Product: O=S1(N=C(NC2=C1C=CC=C2)C=2C(C(C1=CC=CC=C1C2O)(CCC(C)C)CCC(C)C)=O)=O (3-(1,1-dioxido-4H-1,2,4-benzothiadiazin-3-yl)-4-hydroxy-1,1-diisopentyl-2(1 H)-naphthalenone). As a reaction SMILES: [NH2:1][S:2]([C:5]1[CH:10]=[CH:9][CH:8]=[CH:7][C:6]=1[NH:11][C:12]([C:14]1[C:23](=[O:24])[C:22]([CH2:30][CH2:31][CH:32]([CH3:34])[CH3:33])([CH2:25][CH2:26][CH:27]([CH3:29])[CH3:28])[C:21]2[C:16](=[CH:17][CH:18]=[CH:19][CH:20]=2)[C:15]=1[OH:35])=O)(=[O:4])=[O:3].NS(C1C=CC=CC=1NC(C1C(=O)C(CCCC)(CCCC)C2C(=CC=CC=2)C=1O)=O)(=O)=O>>[O:3]=[S:2]1(=[O:4])[C:5]2[CH:10]=[CH:9][CH:8]=[CH:7][C:6]=2[NH:11][C:12]([C:14]2[C:23](=[O:24])[C:22]([CH2:25][CH2:26][CH:27]([CH3:29])[CH3:28])([CH2:30][CH2:31][CH:32]([CH3:33])[CH3:34])[C:21]3[C:16]([C:15]=2[OH:35])=[CH:17][CH:18]=[CH:19][CH:20]=3)=[N:1]1. Procedure details: The title compound was prepared according to the procedure of Example 4H, substituting the product of Example 6G for the product of Example 4G. 1H NMR (300 MHz, CDCl3): δ 16.69 (d, J=12.13 Hz, 1 H), 14.39, 14.25 (s, 1 H), 8.28 (d, J=8.09 Hz, 1 H), 7.99 (d, J=8.09 Hz, 1 H), 7.67 (m, 2 H), 7.48 (q, J=7.72 Hz, 2 H), 7.31 (m, 2 H), 2.29 (m, 2 H), 1.93 (m, 2 H), 1.32 (m, 2 H), 0.82 (m, 14 H), 0.44 (m, 2 H). The reactants are C(C)(=O)O[C@H]1CC([C@]2(C)[C@@H]1[C@@H]1CC=C3C=C(CC[C@]3(C)[C@H]1CC2)OC)=O (15α-acetoxy-3-methoxyandrosta-3,5-dien-17-one), [Cl-].[NH4+] (ammonium chloride), C#C (Acetylene), C(CCC)[Li] (butyllithium). Solvent: O1CCCC1 (tetrahydrofuran), C(C)(=O)OCC (ethyl acetate), O1CCCC1 (tetrahydrofuran). Reaction conditions: time 2 hour. The product is C(#C)[C@]1([C@]2(C)[C@@H](C=C1)[C@@H]1CCC3=CC(CC[C@]3(C)[C@H]1CC2)=O)O (17α-ethynyl-17β-hydroxyandrosta-4,15-dien-3-one). RXN SMILES: C#C.[CH2:3]([Li])[CH2:4]CC.C(O[C@@H:12]1[C@H:17]2[C@H:18]3[C@H:28]([CH2:29][CH2:30][C@:15]2([CH3:16])[C:14](=[O:33])[CH2:13]1)[C@:26]1([CH3:27])[C:21]([CH:22]=[C:23]([O:31]C)[CH2:24][CH2:25]1)=[CH:20][CH2:19]3)(=O)C.[Cl-].[NH4+]>O1CCCC1.C(OCC)(=O)C>[C:3]([C@:14]1([OH:33])[CH:13]=[CH:12][C@H:17]2[C@H:18]3[C@H:28]([CH2:29][CH2:30][C@:15]12[CH3:16])[C@:26]1([CH3:27])[C:21](=[CH:22][C:23](=[O:31])[CH2:24][CH2:25]1)[CH2:20][CH2:19]3)#[CH:4] |f:3.4|. Procedure details: Acetylene is introduced at 0° C. for 45 minutes into 200 ml of butyllithium solution (1.6 molar in hexane) in 600 ml of tetrahydrofuran. Then 20.0 g of 15α-acetoxy-3-methoxyandrosta-3,5-dien-17-one in 400 ml of tetrahydrofuran is added thereto. After 2 hours, the mixture is gently combined with saturated ammonium chloride solution, diluted with ethyl acetate, washed with water, dried, and concentrated under vacuum. At room temperature, 14 ml of concentrated hydrochloric acid is added dropwise to... Starting materials: C=CCN(CC=C)Cc1ccc(S(=O)(=O)Cl)s1, COC(=O)C1CCNCC1, CCN(C(C)C)C(C)C, ClC(Cl)Cl, ClCCl. Product: C=CCN(CC=C)Cc1ccc(S(=O)(=O)N2CCC(C(=O)OC)CC2)s1. Reaction SMILES: [CH2:1]([CH:2]=[CH2:3])[N:4]([CH2:5][CH:6]=[CH2:7])[CH2:8][c:9]1[cH:10][cH:11][c:12]([S:14](=[O:15])(=[O:16])[Cl:17])[s:13]1.[CH3:27][O:28][C:29]([CH:30]1[CH2:31][CH2:32][NH:33][CH2:34][CH2:35]1)=[O:36].[CH:18]([N:19]([CH2:20][CH3:21])[CH:22]([CH3:23])[CH3:24])([CH3:25])[CH3:26].[CH:37]([Cl:38])([Cl:39])[Cl:40].[Cl:41][CH2:42][Cl:43]>>[CH2:1]([CH:2]=[CH2:3])[N:4]([CH2:5][CH:6]=[CH2:7])[CH2:8][c:9]1[cH:10][cH:11][c:12]([S:14](=[O:15])(=[O:16])[N:33]2[CH2:32][CH2:31][CH:30]([C:29]([O:28][CH3:27])=[O:36])[CH2:35][CH2:34]2)[s:13]1.